From a dataset of the Open Reaction Database (ORD), a public repository of structured organic reaction records. describe an organic reaction: reactants, conditions, products, and yield Starting materials: CCCC(NS(=O)C(C)(C)C)C1(C(=O)OCC)SCCS1, CN, CCO. Product: CCCC(NS(=O)C(C)(C)C)C1(C(=O)NC)SCCS1. As a reaction SMILES: [C:1]([CH3:2])([CH3:3])([CH3:4])[S:5](=[O:6])[NH:7][CH:8]([CH2:9][CH2:10][CH3:11])[C:12]1([C:17]([O:19][CH2:18][CH3:20])=[O:21])[S:13][CH2:14][CH2:15][S:16]1.[CH3:22][NH2:23].[CH3:24][CH2:25][OH:26]>>[C:1]([CH3:2])([CH3:3])([CH3:4])[S:5](=[O:6])[NH:7][CH:8]([CH2:9][CH2:10][CH3:11])[C:12]1([C:17](=[O:19])[NH:23][CH3:22])[S:13][CH2:14][CH2:15][S:16]1. Starting materials: CC1CC(C#N)(c2cccc(Sc3cnc(Oc4ccnn4C)c(Cl)c3)c2F)CCO1, [Na+], [OH-]. Product: CC1CC(C(N)=O)(c2cccc(Sc3cnc(Oc4ccnn4C)c(Cl)c3)c2F)CCO1. As a reaction SMILES: [Cl:1][c:2]1[cH:3][c:4]([S:15][c:16]2[c:17]([F:31])[c:18]([C:22]3([C:29]#[N:30])[CH2:23][CH:24]([CH3:28])[O:25][CH2:26][CH2:27]3)[cH:19][cH:20][cH:21]2)[cH:5][n:6][c:7]1[O:8][c:9]1[cH:10][cH:11][n:12][n:13]1[CH3:14].[Na+:33].[OH-:32]>>[Cl:1][c:2]1[cH:3][c:4]([S:15][c:16]2[c:17]([F:31])[c:18]([C:22]3([C:29]([NH2:30])=[O:32])[CH2:23][CH:24]([CH3:28])[O:25][CH2:26][CH2:27]3)[cH:19][cH:20][cH:21]2)[cH:5][n:6][c:7]1[O:8][c:9]1[cH:10][cH:11][n:12][n:13]1[CH3:14].